This data is from the Open Reaction Database (ORD), a public repository of structured organic reaction records. The task is: describe an organic reaction: reactants, conditions, products, and yield Reactants: NC=1C=CC(=C2C=NNC12)CC#N (2-(7-amino-1H-indazol-4-yl)acetonitrile), CS(=O)(=O)Cl (methanesulfonyl chloride), C(C)N1CCOCC1 (N-ethylmorpholine). Solvent: CN(C=O)C (dimethylformamide), O1CCCC1 (tetrahydrofuran). Conditions: time 16 hour. Yields the product C(#N)CC1=C2C=NNC2=C(C=C1)NS(=O)(=O)C (N-(4-cyanomethyl-1H-indazol-7-yl)methanesulfonamide). RXN SMILES: [NH2:1][C:2]1[CH:3]=[CH:4][C:5]([CH2:11][C:12]#[N:13])=[C:6]2[C:10]=1[NH:9][N:8]=[CH:7]2.[CH3:14][S:15](Cl)(=[O:17])=[O:16].C(N1CCOCC1)C>CN(C)C=O.O1CCCC1>[C:12]([CH2:11][C:5]1[CH:4]=[CH:3][C:2]([NH:1][S:15]([CH3:14])(=[O:17])=[O:16])=[C:10]2[C:6]=1[CH:7]=[N:8][NH:9]2)#[N:13]. Reported procedure: At 0° C., 1.7 g of 2-(7-amino-1H-indazol-4-yl)acetonitrile in 15 ml of dimethylformamide and 5 ml of tetrahydrofuran is combined with 0.96 ml of methanesulfonyl chloride and 1.56 ml of N-ethylmorpholine and agitated for 16 hours at room temperature. The mixture is concentrated, chromatographed over silica gel with methanol/dichloromethane (1:3), and recrystallized from methanol, thus producing 2.2 g of N-(4-cyanomethyl-1H-indazol-7-yl)methanesulfonamide, mp 223°-225° C. Yields the product CC(=O)OCCC(O)c1ccccc1. Reaction SMILES: [CH3:12][C:13](=[O:14])[O:15][C:16](=[O:17])[CH3:18].[Cl:25][CH2:26][Cl:27].[c:1]1([CH:7]([CH2:8][CH2:9][OH:10])[OH:11])[cH:2][cH:3][cH:4][cH:5][cH:6]1.[cH:19]1[cH:20][cH:21][n:22][cH:23][cH:24]1>>[c:1]1([CH:7]([CH2:8][CH2:9][O:10][C:13]([CH3:12])=[O:14])[OH:11])[cH:2][cH:3][cH:4][cH:5][cH:6]1. The reactants are CC(=O)OC(C)=O, ClCCl, OCCC(O)c1ccccc1, c1ccncc1. The reactants are O1CCOC2=NC=C(C=C21)CNC2CCN(CC2)CCN2C(C=NC1=CC=C(C=C21)OC)=O (1-(2-(4-((2,3-dihydro-1,4-dioxino[2,3-b]pyridin-7-yl)methylamino)piperidin-1-yl)ethyl)-7-methoxyquinoxalin-2(1H)-one), Cl.C(C)(=O)OCC (hydrogen chloride ethyl acetate). The solvent is C(C)(=O)OCC (ethyl acetate). The product is Cl.O1CCOC2=NC=C(C=C21)CNC2CCN(CC2)CCN2C(C=NC1=CC=C(C=C21)OC)=O (1-(2-(4-((2,3-dihydro-1,4-dioxino[2,3-b]pyridin-7-yl)methylamino)piperidin-1-yl)ethyl)-7-methoxyquinoxalin-2(1H)-one hydrochloride). RXN SMILES: [O:1]1[C:10]2[C:5](=[N:6][CH:7]=[C:8]([CH2:11][NH:12][CH:13]3[CH2:18][CH2:17][N:16]([CH2:19][CH2:20][N:21]4[C:30]5[C:25](=[CH:26][CH:27]=[C:28]([O:31][CH3:32])[CH:29]=5)[N:24]=[CH:23][C:22]4=[O:33])[CH2:15][CH2:14]3)[CH:9]=2)[O:4][CH2:3][CH2:2]1.[ClH:34].C(OCC)(=O)C>C(OCC)(=O)C>[ClH:34].[O:1]1[C:10]2[C:5](=[N:6][CH:7]=[C:8]([CH2:11][NH:12][CH:13]3[CH2:18][CH2:17][N:16]([CH2:19][CH2:20][N:21]4[C:30]5[C:25](=[CH:26][CH:27]=[C:28]([O:31][CH3:32])[CH:29]=5)[N:24]=[CH:23][C:22]4=[O:33])[CH2:15][CH2:14]3)[CH:9]=2)[O:4][CH2:3][CH2:2]1 |f:1.2,4.5|. Procedure details: To 4 mL of an ethyl acetate solution containing 160 mg of 1-(2-(4-((2,3-dihydro-1,4-dioxino[2,3-b]pyridin-7-yl)methylamino)piperidin-1-yl)ethyl)-7-methoxyquinoxalin-2(1H)-one, 2 mL of 4 mol/L hydrogen chloride/ethyl acetate was added, and stirred at room temperature. The resulting solid was filtered to give 166 mg of 1-(2-(4-((2,3-dihydro-1,4-dioxino[2,3-b]pyridin-7-yl)methylamino)piperidin-1-yl)ethyl)-7-methoxyquinoxalin-2(1H)-one hydrochloride as a white powder. Reactants: NC1CCC2CN(Cc3ccccc3)CC12, CC(C)C(C(=O)O)c1ccccc1, CCN=C=NCCCN(C)C, ClCCl, O, On1nnc2ccccc21. Product: CC(C)C(C(=O)NC1CCC2CN(Cc3ccccc3)CC21)c1ccccc1. As a reaction SMILES: [CH2:36]([c:37]1[cH:38][cH:39][cH:40][cH:41][cH:42]1)[N:43]1[CH2:44][CH:45]2[CH:46]([CH2:47]1)[CH:48]([NH2:51])[CH2:49][CH2:50]2.[CH3:1][CH:2]([CH:3]([C:4](=[O:5])[OH:6])[c:7]1[cH:8][cH:9][cH:10][cH:11][cH:12]1)[CH3:13].[CH3:25][N:26]([CH3:27])[CH2:28][CH2:29][CH2:30][N:31]=[C:32]=[N:33][CH2:34][CH3:35].[Cl:52][CH2:53][Cl:54].[OH2:14].[OH:15][n:16]1[c:17]2[cH:18][cH:19][cH:20][cH:21][c:22]2[n:23][n:24]1>>[CH3:1][CH:2]([CH:3]([C:4](=[O:6])[NH:51][CH:48]1[CH:46]2[CH:45]([CH2:44][N:43]([CH2:36][c:37]3[cH:38][cH:39][cH:40][cH:41][cH:42]3)[CH2:47]2)[CH2:50][CH2:49]1)[c:7]1[cH:8][cH:9][cH:10][cH:11][cH:12]1)[CH3:13]. Reactants: CC(C)(C)OC(=O)Nc1cc(Cl)c(I)cc1[N+](=O)[O-], COC(=O)CS, C[O-], CO, [Na+], CN(C)C=O. Yields the product COC(=O)CSc1cc(NC(=O)OC(C)(C)C)c([N+](=O)[O-])cc1I. As a reaction SMILES: [C:1]([CH3:2])([CH3:3])([CH3:4])[O:5][C:6]([NH:7][c:8]1[c:9]([N+:16](=[O:17])[O-:18])[cH:10][c:11]([I:15])[c:12]([Cl:14])[cH:13]1)=[O:19].[C:20]([CH2:21][SH:22])(=[O:23])[O:24][CH3:25].[CH3:26][O-:27].[CH3:29][OH:30].[Na+:28].[O:31]=[CH:32][N:33]([CH3:34])[CH3:35]>>[C:1]([CH3:2])([CH3:3])([CH3:4])[O:5][C:6]([NH:7][c:8]1[c:9]([N+:16](=[O:17])[O-:18])[cH:10][c:11]([I:15])[c:12]([S:22][CH2:21][C:20](=[O:23])[O:24][CH3:25])[cH:13]1)=[O:19]. The reactants are ClC=1C=C(CN2C(C=3C(=C4N(CCN(C4=O)C)C3C(=C2)C(=O)O)OC)=O)C=CC1F (2-(3-chloro-4-fluorobenzyl)-10-methoxy-8-methyl-1,9-dioxo-1,2,6,7,8,9-hexahydropyrido[3′,4′:4,5]pyrrolo[1,2-a]-pyrazine-4-carboxylic acid), C(C)(C)N(CC)C(C)C (diisopropylethylamine), C1(=CC=CC=C1)P(=O)(C1=CC=CC=C1)N=[N+]=[N-] (diphenylphosphoryl azide), ClC1=C(C=CC=C1)Cl (1,2-dichlorobenzene), C(C)(C)(C)O (tert-butyl alcohol). Reaction conditions: temperature 120 celsius. The product is ClC=1C=C(CN2C(C=3C(=C4N(CCN(C4=O)C)C3C(=C2)NC(=O)OC(C)(C)C)OC)=O)C=CC1F (2-(3-Chloro-4-fluorobenzyl)-10-methoxy-4-(N-tert-butoxylcarbonylamino)-8-methyl-7,8-dihydropyrido-[3′,4′:4,5]pyrrolo[1,2-a]pyrazine-1,9(2H,6H)-dione). RXN SMILES: [Cl:1][C:2]1[CH:3]=[C:4]([CH:27]=[CH:28][C:29]=1[F:30])[CH2:5][N:6]1[CH:20]=[C:19](C(O)=O)[C:18]2[N:11]3[CH2:12][CH2:13][N:14]([CH3:17])[C:15](=[O:16])[C:10]3=[C:9]([O:24][CH3:25])[C:8]=2[C:7]1=[O:26].C([N:34]([CH:37](C)C)CC)(C)C.C1(P(N=[N+]=[N-])(C2C=CC=CC=2)=[O:47])C=CC=CC=1.ClC1C=CC=CC=1Cl.[C:65]([OH:69])([CH3:68])([CH3:67])[CH3:66]>>[Cl:1][C:2]1[CH:3]=[C:4]([CH:27]=[CH:28][C:29]=1[F:30])[CH2:5][N:6]1[CH:20]=[C:19]([NH:34][C:37]([O:69][C:65]([CH3:68])([CH3:67])[CH3:66])=[O:47])[C:18]2[N:11]3[CH2:12][CH2:13][N:14]([CH3:17])[C:15](=[O:16])[C:10]3=[C:9]([O:24][CH3:25])[C:8]=2[C:7]1=[O:26]. Reported procedure: A solution of 2-(3-chloro-4-fluorobenzyl)-10-methoxy-8-methyl-1,9-dioxo-1,2,6,7,8,9-hexahydropyrido[3′,4′:4,5]pyrrolo[1,2-a]-pyrazine-4-carboxylic acid (0.74 g, 1.70 mmol), diisopropylethylamine (0.28 g, 2.13 mmol), and diphenylphosphoryl azide (0.57 g, 2.13 mmol) in mixture of 1,2-dichlorobenzene (10 mL) and anhydrous tert-butyl alcohol (10 mL) was heated in a sealed tube in an oil bath 120° C. for one hour. The reaction mixture was concentrated under vacuum. The residue was subjected to column...